This data is from the Open Reaction Database (ORD), a public repository of structured organic reaction records. The task is: describe an organic reaction: reactants, conditions, products, and yield Reactants: O[C@@H](C)[C@@H](CCC1=CC=CC2=CC=CC=C12)N1C=NC(=C1)C(=O)OC (methyl 1-[(2S,3R)-2-hydroxy-5-(1-naphthyl)-3-pentyl]imidazole-4-carboxylate), CN (methylamine). The solvent is ClCCl (dichloromethane), O1CCCC1 (tetrahydrofuran). Reaction conditions: temperature 120 celsius. Product: CNC(=O)C=1N=CN(C1)[C@@H]([C@H](C)O)CCC1=CC=CC2=CC=CC=C12 (N-methyl-1-[(2S,3R)-2-hydroxy-5-(1-naphthyl)-3-pentyl]imidazole-4-carboxamide). Reaction SMILES: [OH:1][C@H:2]([C@H:4]([N:17]1[CH:21]=[C:20]([C:22]([O:24]C)=O)[N:19]=[CH:18]1)[CH2:5][CH2:6][C:7]1[C:16]2[C:11](=[CH:12][CH:13]=[CH:14][CH:15]=2)[CH:10]=[CH:9][CH:8]=1)[CH3:3].[CH3:26][NH2:27]>O1CCCC1.ClCCl>[CH3:26][NH:27][C:22]([C:20]1[N:19]=[CH:18][N:17]([C@H:4]([CH2:5][CH2:6][C:7]2[C:16]3[C:11](=[CH:12][CH:13]=[CH:14][CH:15]=3)[CH:10]=[CH:9][CH:8]=2)[C@@H:2]([OH:1])[CH3:3])[CH:21]=1)=[O:24]. Procedure: A mixture of methyl 1-[(2S,3R)-2-hydroxy-5-(1-naphthyl)-3-pentyl]imidazole-4-carboxylate (obtained in Example 23(7))(25 mg) and methylamine (40% in water; 1 ml) in tetrahydrofuran (3 ml) was heated in a steel sealed tube at 120° C. overnight. The mixture was taken up in dichloromethane, washed with water, dried, and evaporated. The residue was purified by column chromatography on silica gel, eluting with a mixture of dichloromethane and methanol (30:1) to give a white powder of N-methyl-1-[(2S,3... Reactants: CCOC(=O)C1CCC2(CC1)CC(c1cccc(OC)c1)=NO2, CO, [Li+], [OH-], O, O. The product is COc1cccc(C2=NOC3(CCC(C(=O)O)CC3)C2)c1. As a reaction SMILES: [CH2:1]([CH3:2])[O:3][C:4](=[O:5])[CH:6]1[CH2:7][CH2:8][C:9]2([CH2:10][C:11]([c:14]3[cH:15][c:16]([O:20][CH3:21])[cH:17][cH:18][cH:19]3)=[N:12][O:13]2)[CH2:22][CH2:23]1.[CH3:27][OH:28].[Li+:26].[OH-:25].[OH2:24].[OH2:29]>>[O:3]=[C:4]([OH:5])[CH:6]1[CH2:7][CH2:8][C:9]2([CH2:10][C:11]([c:14]3[cH:15][c:16]([O:20][CH3:21])[cH:17][cH:18][cH:19]3)=[N:12][O:13]2)[CH2:22][CH2:23]1. Starting materials: Br, Br, CCI, CN(C)C=O, [H-], [Na+], O, Oc1ccc(-c2nc3n(c2-c2ccncc2)CCC3)cc1. Yields the product CCOc1ccc(-c2nc3n(c2-c2ccncc2)CCC3)cc1. RXN SMILES: [BrH:1].[BrH:2].[CH2:26]([CH3:27])[I:28].[CH3:30][N:31]([CH3:32])[CH:33]=[O:34].[H-:24].[Na+:25].[OH2:29].[OH:3][c:4]1[cH:5][cH:6][c:7](-[c:10]2[n:11][c:12]3[n:13]([c:14]2-[c:15]2[cH:16][cH:17][n:18][cH:19][cH:20]2)[CH2:21][CH2:22][CH2:23]3)[cH:8][cH:9]1>>[O:3]([c:4]1[cH:5][cH:6][c:7](-[c:10]2[n:11][c:12]3[n:13]([c:14]2-[c:15]2[cH:16][cH:17][n:18][cH:19][cH:20]2)[CH2:21][CH2:22][CH2:23]3)[cH:8][cH:9]1)[CH2:26][CH3:27]. Reactants: CN1C(=C(C(=C1C)C)NC1=C(C=CC=C1)[N+](=O)[O-])C(=O)[O-].[K+] (Potassium 1,4,5-trimethyl-3-[(2-nitrophenyl)amino]-1H-pyrrole-2-carboxylate), Cl (hydrochloric acid), [H][H] (hydrogen). The reagents and catalysts are [Pd] (palladium-on-charcoal). Yields the product NC1=C(C=CC=C1)NC1=C(N(C(=C1C)C)C)C(=O)O (3-[(2-Aminophenyl)amino]-1,4,5-trimethyl-1H-pyrrole-2-carboxylic acid). RXN SMILES: [CH3:1][N:2]1[C:6]([CH3:7])=[C:5]([CH3:8])[C:4]([NH:9][C:10]2[CH:15]=[CH:14][CH:13]=[CH:12][C:11]=2[N+:16]([O-])=O)=[C:3]1[C:19]([O-:21])=[O:20].[K+].Cl.[H][H]>[Pd]>[NH2:16][C:11]1[CH:12]=[CH:13][CH:14]=[CH:15][C:10]=1[NH:9][C:4]1[C:5]([CH3:8])=[C:6]([CH3:7])[N:2]([CH3:1])[C:3]=1[C:19]([OH:21])=[O:20] |f:0.1|. Reported procedure: The solution of 61 g (0.19 mole) of potassium 1,4,5-trimethyl-3-[(2-nitrophenyl)amino]-1H-pyrrole-2-carboxylate obtained in Example 3 is adjusted to pH 2 with concentrated hydrochloric acid in a circulatory hydrogenation apparatus, and 0.5 g of palladium-on-charcoal (10%) is added. When the internal temperature reaches 40° C., hydrogenation is started. Sufficient hydrogen is metered to keep the internal temperature at about 100° C. When a sudden drop in the absorption of hydrogen is observed, th...